From a dataset of the Open Reaction Database (ORD), a public repository of structured organic reaction records. describe an organic reaction: reactants, conditions, products, and yield Starting materials: [Cl-].[NH4+] (ammonium chloride), CN(C(OC(C)(C)C)=O)CCC=O (Methyl-(3-oxopropyl)carbamic acid, 1,1-dimethylethyl ester), FC(F)(F)[Si](C)(C)C ((trifluoromethyl)trimethylsilane), [F-].C(CCC)[N+](CCCC)(CCCC)CCCC (tetrabutylammonium fluoride). The solvent is O1CCCC1 (tetrahydrofuran). Run at temperature 0 celsius. Yields the product CN(C(OC(C)(C)C)=O)CCC(C(F)(F)F)O (Methyl-(4,4,4-trifluoro-3-hydroxybutyl)carbamic acid, 1,1-dimethylethyl ester). Yield: 65.9%. As a reaction SMILES: [CH3:1][N:2]([CH2:10][CH2:11][CH:12]=[O:13])[C:3](=[O:9])[O:4][C:5]([CH3:8])([CH3:7])[CH3:6].[F:14][C:15]([Si](C)(C)C)([F:17])[F:16].[F-].C([N+](CCCC)(CCCC)CCCC)CCC.[Cl-].[NH4+]>O1CCCC1>[CH3:1][N:2]([CH2:10][CH2:11][CH:12]([OH:13])[C:15]([F:17])([F:16])[F:14])[C:3](=[O:9])[O:4][C:5]([CH3:8])([CH3:6])[CH3:7] |f:2.3,4.5|. Procedure: Methyl-(3-oxopropyl)carbamic acid, 1,1-dimethylethyl ester (320 mg, 1.71 mmol) and (trifluoromethyl)trimethylsilane (298 mg, 2.10 mmol) were dissolved in tetrahydrofuran (10 ml) under nitrogen and cooled to 0° C. with stirring. To the resulting solution was added tetrabutylammonium fluoride (1.0M solution in tetrahydrofuran, 1.0 ml, 1.0 mmol) and the mixture was then allowed to warm to room temperature with stirring over 20 h. The mixture was then poured into saturated ammonium chloride solution... Starting materials: BrC=1C=C2C(=C(C=NC2=CC1)C(CC)=O)Cl (1-(6-bromo-4-chloroquinolin-3-yl)propan-1-one), NC=1C=CC(=NC1)N1CC(CCC1)NC(OC(C)(C)C)=O (tert-butyl 1-(5-aminopyridin-2-yl)piperidin-3-ylcarbamate). Reported procedure: Following general procedure B, 1-(6-bromo-4-chloroquinolin-3-yl)propan-1-one (235 mg, 0.792 mmol) was reacted with tert-butyl 1-(5-aminopyridin-2-yl)piperidin-3-ylcarbamate (348 mg, 1.19 mmol) to afford the desired product (94 mg, 21%) as an orange solid: ESI MS m/z 554, [C27H32BrN5O3+H]+ The yield is 21.4%. Yields the product BrC=1C=C2C(=C(C=NC2=CC1)C(CC)=O)NC=1C=CC(=NC1)N1CC(CCC1)NC(OC(C)(C)C)=O (tert-butyl 1-(5-(6-bromo-3-propionylquinolin-4-ylamino)pyridin-2-yl)piperidin-3-ylcarbamate). Reaction SMILES: [Br:1][C:2]1[CH:3]=[C:4]2[C:9](=[CH:10][CH:11]=1)[N:8]=[CH:7][C:6]([C:12](=[O:15])[CH2:13][CH3:14])=[C:5]2Cl.[NH2:17][C:18]1[CH:19]=[CH:20][C:21]([N:24]2[CH2:29][CH2:28][CH2:27][CH:26]([NH:30][C:31](=[O:37])[O:32][C:33]([CH3:36])([CH3:35])[CH3:34])[CH2:25]2)=[N:22][CH:23]=1>>[Br:1][C:2]1[CH:3]=[C:4]2[C:9](=[CH:10][CH:11]=1)[N:8]=[CH:7][C:6]([C:12](=[O:15])[CH2:13][CH3:14])=[C:5]2[NH:17][C:18]1[CH:19]=[CH:20][C:21]([N:24]2[CH2:29][CH2:28][CH2:27][CH:26]([NH:30][C:31](=[O:37])[O:32][C:33]([CH3:35])([CH3:34])[CH3:36])[CH2:25]2)=[N:22][CH:23]=1.